From a dataset of the Open Reaction Database (ORD), a public repository of structured organic reaction records. describe an organic reaction: reactants, conditions, products, and yield Reactants: C(C)(=O)C=1C=NC=CC1 (3-acetylpyridine), N[C@@H](CS)C(=O)O (L-cysteine), O (water). The solvent is C(C)O (ethanol). Yields the product CC1(SCC(N1)C(=O)O)C=1C=NC=CC1 (2-methyl-2-(3-pyridyl)thiazolidine-4- carboxylic acid). The yield is 37.8%. RXN SMILES: [C:1]([C:4]1[CH:5]=[N:6][CH:7]=[CH:8][CH:9]=1)(=O)[CH3:2].[NH2:10][C@H:11]([C:14]([OH:16])=[O:15])[CH2:12][SH:13].O>C(O)C>[CH3:2][C:1]1([C:4]2[CH:5]=[N:6][CH:7]=[CH:8][CH:9]=2)[NH:10][CH:11]([C:14]([OH:16])=[O:15])[CH2:12][S:13]1. Procedure: A mixture of 3.63 g of 3-acetylpyridine, 3.63 g of L-cysteine, 25 ml of water and 25 ml of ethanol was refluxed for 24 hours. The reaction mixture was concentrated under reduced pressure, isopropanol was added to the residue, and the resultant powder was collected by filtration. Ethanol was added to the powder, the insoluble matter was filtered off, and the filtrate was concentrated to dryness. The residue was dissolved in water and adjusted to pH 6 by addition of diluted hydrochloric acid under... The reactants are COC=1C=C2CC(NC2=CC1)=O (5-Methoxy-1,3-dihydro-indol-2-one), O=C1OCCC=2C1=CNC2C=O (4-oxo-2,4,6,7-tetrahydro-pyrano[3,4-c]pyrrole-1-carbaldehyde). Yields the product COC=1C=C2C(C(NC2=CC1)=O)=CC1=C2C(=CN1)C(OCC2)=O (1-(5-Methoxy-2-oxo-1,2-dihydro-indol-3-ylidenemethyl)-6,7-dihydro-2H-pyrano[3,4-c]pyrrol-4-one). Reaction SMILES: [CH3:1][O:2][C:3]1[CH:4]=[C:5]2[C:9](=[CH:10][CH:11]=1)[NH:8][C:7](=[O:12])[CH2:6]2.[O:13]=[C:14]1[C:19]2=[CH:20][NH:21][C:22]([CH:23]=O)=[C:18]2[CH2:17][CH2:16][O:15]1>>[CH3:1][O:2][C:3]1[CH:4]=[C:5]2[C:9](=[CH:10][CH:11]=1)[NH:8][C:7](=[O:12])[C:6]2=[CH:23][C:22]1[NH:21][CH:20]=[C:19]2[C:14](=[O:13])[O:15][CH2:16][CH2:17][C:18]=12. Procedure: 5-Methoxy-1,3-dihydro-indol-2-one was condensed with 4-oxo-2,4,6,7-tetrahydro-pyrano[3,4-c]pyrrole-1-carbaldehyde to give the title compound. The reactants are FC1=C(C(=CC(=C1)OC)F)C(C(=O)O)OC ((RS)-(2,6-Difluoro-4-methoxy-phenyl)-methoxy-acetic acid), NCC1=C(C=C(C#N)C=C1)Cl (4-aminomethyl-3-chlorobenzonitrile). The product is ClC1=C(CNC(C(OC)C2=C(C=C(C=C2F)OC)F)=O)C=CC(=C1)C#N ((RS)-N-(2-chloro-4-cyano-benzyl)-2-(2,6-difluoro-4-methoxy-phenyl)-2-methoxy-acetamide). Reaction SMILES: [F:1][C:2]1[CH:7]=[C:6]([O:8][CH3:9])[CH:5]=[C:4]([F:10])[C:3]=1[CH:11]([O:15][CH3:16])[C:12]([OH:14])=O.[NH2:17][CH2:18][C:19]1[CH:26]=[CH:25][C:22]([C:23]#[N:24])=[CH:21][C:20]=1[Cl:27]>>[Cl:27][C:20]1[CH:21]=[C:22]([C:23]#[N:24])[CH:25]=[CH:26][C:19]=1[CH2:18][NH:17][C:12](=[O:14])[CH:11]([C:3]1[C:4]([F:10])=[CH:5][C:6]([O:8][CH3:9])=[CH:7][C:2]=1[F:1])[O:15][CH3:16]. Reported procedure: (RS)-(2,6-Difluoro-4-methoxy-phenyl)-methoxy-acetic acid, described in example 66.1 was coupled with 4-aminomethyl-3-chlorobenzonitrile (CAS 202521-97-9) according to general procedure C to give (RS)-N-(2-chloro-4-cyano-benzyl)-2-(2,6-difluoro-4-methoxy-phenyl)-2-methoxy-acetamide. Light yellow oil. MS 379.2 ([M−H]−) The reactants are [Al+3], [Cl-], [Cl-], [Cl-], ClCCl, CCOC(=O)C(=O)Cl, c1ccc(Oc2ccccc2)cc1. Yields the product CCOC(=O)C(=O)c1ccc(Oc2ccccc2)cc1. Reaction SMILES: [Al+3:2].[Cl-:1].[Cl-:3].[Cl-:4].[Cl:26][CH2:27][Cl:28].[Cl:5][C:6]([C:7](=[O:8])[O:9][CH2:10][CH3:11])=[O:12].[O:13]([c:14]1[cH:15][cH:16][cH:17][cH:18][cH:19]1)[c:20]1[cH:21][cH:22][cH:23][cH:24][cH:25]1>>[C:6]([C:7](=[O:8])[O:9][CH2:10][CH3:11])(=[O:12])[c:23]1[cH:22][cH:21][c:20]([O:13][c:14]2[cH:15][cH:16][cH:17][cH:18][cH:19]2)[cH:25][cH:24]1. The reactants are CC(=O)N1CCC2=CC(=C(C=C21)N)OC, CC1=CN=C(N=C1C2=C3C=CC=CN3N=C2)Cl. The reagents and catalysts are C(=O)([O-])[O-].[Cs+].[Cs+], C1=CC=C(C=C1)P(C2=CC=CC=C2)C3=C(C4=CC=CC=C4C=C3)C5=C(C=CC6=CC=CC=C65)P(C7=CC=CC=C7)C8=CC=CC=C8, CC(=O)O.CC(=O)O.[Pd]. The solvent is C1COCCO1. Run at temperature 90 celsius. The product is CC1=CN=C(N=C1C2=C3C=CC=CN3N=C2)NC4=C(C=C5CCN(C5=C4)C(=O)C)OC. Yield: 46.8%. Procedure details: A mixture of 3-(2-chloro-5-methylpyrimidin-4-yl)pyrazolo[1,5-a]pyridine (400 mg, 1.55 mmol), 1-(6-amino-5-methoxyindolin-1-yl)ethanone (341 mg, 1.55 mmol) and diacetoxypalladium (34.9 mg, 0.16 mmol) 2,2'-bis(diphenylphosphino)-1,1'-binaphthyl (97 mg, 0.16 mmol) cesium carbonate (759 mg, 2.33 mmol) were degassed with nitrogen then dioxane (7 mL) was added to mixture and the solution was degassed under vacuum and placed under nitrogen. The resulting suspension was stirred at 90 °C for 5hours.  Con... Starting materials: COC(=O)Cc1ccccc1Br, Cc1ccc(O)cc1, CN(C)C=O, C1COCCOCCOCCOCCOCCO1. Yields the product COC(=O)Cc1ccccc1Oc1ccc(C)cc1. RXN SMILES: [Br:27][c:28]1[c:29]([CH2:34][C:35](=[O:36])[O:37][CH3:38])[cH:30][cH:31][cH:32][cH:33]1.[CH3:1][c:2]1[cH:3][cH:4][c:5]([OH:6])[cH:7][cH:8]1.[O:39]=[CH:40][N:41]([CH3:42])[CH3:43].[O:9]1[CH2:10][CH2:11][O:12][CH2:13][CH2:14][O:15][CH2:16][CH2:17][O:18][CH2:19][CH2:20][O:21][CH2:22][CH2:23][O:24][CH2:25][CH2:26]1>>[CH3:1][c:2]1[cH:3][cH:4][c:5]([O:6][c:28]2[c:29]([CH2:34][C:35](=[O:36])[O:37][CH3:38])[cH:30][cH:31][cH:32][cH:33]2)[cH:7][cH:8]1. Starting materials: OC1CCNCC1 (4-Hydroxypiperidine), C(=O)(OC(C)(C)C)N[C@@H](CO)C(=O)O (Boc-L-serine). Yields the product C(C)(C)(C)OC(N[C@H](C(=O)N1CCC(CC1)O)CO)=O ((S)-[1-Hydroxymethyl-2-(4-hydroxy-piperidin-1-yl)-2-oxo-ethyl]-carbamic acid tert-butyl ester). As a reaction SMILES: [OH:1][CH:2]1[CH2:7][CH2:6][NH:5][CH2:4][CH2:3]1.[C:8]([NH:15][C@H:16]([C:19](O)=[O:20])[CH2:17][OH:18])([O:10][C:11]([CH3:14])([CH3:13])[CH3:12])=[O:9]>>[C:11]([O:10][C:8](=[O:9])[NH:15][C@@H:16]([CH2:19][OH:20])[C:17]([N:5]1[CH2:6][CH2:7][CH:2]([OH:1])[CH2:3][CH2:4]1)=[O:18])([CH3:14])([CH3:12])[CH3:13]. Procedure: 4-Hydroxypiperidine (6.7 mmol) and Boc-L-serine (6.4 mmol) were coupled according to Procedure A (60 hour reaction time) with the following workup: the reaction mixture was concentrated, the residue dissolved in chloroform and 1N NaOH (6 mL), and the resulting solution extracted repeatedly (ten or mor times) with chloroform. The chloroform extracts were concentrated and the residue purified by chromatography on silica gel eluted with 1-16% ethanol in dichloromethane. Yield 751 mg, 41%; HPLC (40/...